Dataset: the Open Reaction Database (ORD), a public repository of structured organic reaction records. Task: describe an organic reaction: reactants, conditions, products, and yield Starting materials: CC1OCC=C(C1)C=1N=CC(=NC1)N (5-(2-methyl-3,6-dihydro-2H-pyran-4-yl)pyrazin-2-amine). The reagents and catalysts are [Pd] (Pd/C). Run in CO (MeOH). Reaction conditions: time 25 hour. Product: C[C@H]1OCC[C@H](C1)C=1N=CC(=NC1)N (5-((2R,4R)-2-methyltetrahydro-2H-pyran-4-yl)pyrazin-2-amine), C[C@@H]1OCC[C@@H](C1)C=1N=CC(=NC1)N (5-((2S,4S)-2-methyltetrahydro-2H-pyran-4-yl)pyrazin-2-amine). RXN SMILES: [CH3:1][CH:2]1[CH2:7][C:6]([C:8]2[N:9]=[CH:10][C:11]([NH2:14])=[N:12][CH:13]=2)=[CH:5][CH2:4][O:3]1>CO.[Pd]>[CH3:1][C@@H:2]1[CH2:7][C@H:6]([C:8]2[N:9]=[CH:10][C:11]([NH2:14])=[N:12][CH:13]=2)[CH2:5][CH2:4][O:3]1.[CH3:1][C@H:2]1[CH2:7][C@@H:6]([C:8]2[N:9]=[CH:10][C:11]([NH2:14])=[N:12][CH:13]=2)[CH2:5][CH2:4][O:3]1. Reported procedure: To a solution of 5-(2-methyl-3,6-dihydro-2H-pyran-4-yl)pyrazin-2-amine (250 mg, 1.307 mmol) in MeOH (13.100 mL) was added Pd/C (278 mg, 0.261 mmol). The solution was degassed by N2 stream for 10 min. After flushed by H2 gas, hydrogen balloon was equipped. The reaction mixture was stirred for 25 h. After filtered through Celite, the volatile material was removed to give the crude product, which was purified with flash chromatography eluting with 0-10% of MeOH in DCM to provide 180 mg of diastereo... Starting materials: CC=1SC2=C(N1)C=CC=C2 (2-Methylbenzothiazole), ClS(=O)(=O)O (chlorosulfonic acid), sulfonyl chlorides. Yields the product CC=1SC=2C(N1)=C(C=CC2)S(=O)(=O)Cl (2-Methyl-4-benzothiazolesulfonyl chloride). RXN SMILES: [CH3:1][C:2]1[S:3][C:4]2[CH:10]=[CH:9][CH:8]=[CH:7][C:5]=2[N:6]=1.[Cl:11][S:12](O)(=[O:14])=[O:13]>>[CH3:1][C:2]1[S:3][C:4]2[C:5](=[C:7]([S:12]([Cl:11])(=[O:14])=[O:13])[CH:8]=[CH:9][CH:10]=2)[N:6]=1. Reported procedure: 2-Methylbenzothiazole (50 g) was added in a slow, dropwise manner to 86 mL of chlorosulfonic acid at room temperature. When the addition was complete, the dark reaction mixture was heated at 140°-145° C. for about 3 hours. The solution was allowed to cool and was slowly added to a large excess of ice. Insoluble solids were removed by filtration and the aqueous layer was extracted with benzene. Drying and evaporation of the solvent gave an off-white solid which was shown by 1H NMR analysis to con... The reactants are CC1(C)OB(c2ccc(CCCO)cc2)OC1(C)C, CC(C)(C)OC(=O)c1ccccc1I, [Na+], [Na+], O=C([O-])[O-], CN(C)C=O, O. The product is CC(C)(C)OC(=O)c1ccccc1-c1ccc(CCCO)cc1. As a reaction SMILES: [CH3:1][C:2]1([CH3:3])[C:4]([CH3:5])([CH3:6])[O:7][B:8]([c:9]2[cH:10][cH:11][c:12]([CH2:15][CH2:16][CH2:17][OH:18])[cH:13][cH:14]2)[O:19]1.[I:20][c:21]1[c:22]([C:23](=[O:24])[O:25][C:26]([CH3:27])([CH3:28])[CH3:29])[cH:30][cH:31][cH:32][cH:33]1.[Na+:34].[Na+:35].[O-:36][C:37](=[O:38])[O-:39].[O:40]=[CH:41][N:42]([CH3:43])[CH3:44].[OH2:45]>>[c:9]1(-[c:21]2[c:22]([C:23](=[O:24])[O:25][C:26]([CH3:27])([CH3:28])[CH3:29])[cH:30][cH:31][cH:32][cH:33]2)[cH:10][cH:11][c:12]([CH2:15][CH2:16][CH2:17][OH:18])[cH:13][cH:14]1. The reactants are CC1=NC(=CC=C1N)C1CN(CC1)CC1=CC=CC=C1 (2-methyl-6-[1-(phenylmethyl)-3-pyrrolidinyl]-3-pyridinamine), N1=CC=CC=C1 (pyridine), CC1=NOC(=C1COC1=CC=C(C=C1)S(=O)(=O)Cl)C (4-{[(3,5-dimethyl-4-isoxazolyl)methyl]oxy}benzenesulfonyl chloride), CC1=NOC(=C1COC1=CC=C(C=C1)S(=O)(=O)Cl)C (4-{[(3,5-dimethyl-4-isoxazolyl)methyl]oxy}benzenesulfonyl chloride), N1=CC=CC=C1 (pyridine). Solvent: ClCCl (dichloromethane). Run at temperature 65 celsius. The product is CC1=NOC(=C1COC1=CC=C(C=C1)S(=O)(=O)NC=1C(=NC(=CC1)C1CN(CC1)CC1=CC=CC=C1)C)C (4-{[(3,5-dimethyl-4-isoxazolyl)methyl]oxy}-N-{2-methyl-6-[1-(phenylmethyl)-3-pyrrolidinyl]-3-pyridinyl}benzenesulfonamide). Yield: 70.6%. RXN SMILES: [CH3:1][C:2]1[C:7]([NH2:8])=[CH:6][CH:5]=[C:4]([CH:9]2[CH2:13][CH2:12][N:11]([CH2:14][C:15]3[CH:20]=[CH:19][CH:18]=[CH:17][CH:16]=3)[CH2:10]2)[N:3]=1.N1C=CC=CC=1.[CH3:27][C:28]1[C:32]([CH2:33][O:34][C:35]2[CH:40]=[CH:39][C:38]([S:41](Cl)(=[O:43])=[O:42])=[CH:37][CH:36]=2)=[C:31]([CH3:45])[O:30][N:29]=1>ClCCl>[CH3:27][C:28]1[C:32]([CH2:33][O:34][C:35]2[CH:36]=[CH:37][C:38]([S:41]([NH:8][C:7]3[C:2]([CH3:1])=[N:3][C:4]([CH:9]4[CH2:13][CH2:12][N:11]([CH2:14][C:15]5[CH:20]=[CH:19][CH:18]=[CH:17][CH:16]=5)[CH2:10]4)=[CH:5][CH:6]=3)(=[O:43])=[O:42])=[CH:39][CH:40]=2)=[C:31]([CH3:45])[O:30][N:29]=1. Reported procedure: To a solution of 2-methyl-6-[1-(phenylmethyl)-3-pyrrolidinyl]-3-pyridinamine (150 mg, 0.561 mmol) in dichloromethane (DCM) (4 mL) and pyridine (0.045 mL, 0.561 mmol) was added 4-{[(3,5-dimethyl-4-isoxazolyl)methyl]oxy}benzenesulfonyl chloride (169 mg, 0.561 mmol). The reaction vessel was sealed and heated at 65° C. for 2 hours. Additional 4-{[(3,5-dimethyl-4-isoxazolyl)methyl]oxy}benzenesulfonyl chloride (169 mg, 0.561 mmol) and pyridine (0.045 mL, 0.561 mmol) were added and the reaction mixture... The reactants are O=Cc1ccc(Br)cc1, CC1CN(Cc2ccc(Br)cc2)CCN1C(=O)OCc1ccccc1, O=C(OCc1ccccc1)N1CCNCC1. The product is O=C(OCc1ccccc1)N1CCN(Cc2ccc(Br)cc2)CC1. Reaction SMILES: [Br:17][c:18]1[cH:19][cH:20][c:21]([CH:22]=[O:23])[cH:24][cH:25]1.[Br:26][c:27]1[cH:28][cH:29][c:30]([CH2:33][N:34]2[CH2:35][CH:36]([CH3:50])[N:37]([C:40](=[O:41])[O:42][CH2:43][c:44]3[cH:45][cH:46][cH:47][cH:48][cH:49]3)[CH2:38][CH2:39]2)[cH:31][cH:32]1.[N:1]1([C:2]([O:3][CH2:4][c:5]2[cH:6][cH:7][cH:8][cH:9][cH:10]2)=[O:11])[CH2:12][CH2:13][NH:14][CH2:15][CH2:16]1>>[Br:26][c:27]1[cH:28][cH:29][c:30]([CH2:33][N:34]2[CH2:35][CH2:36][N:37]([C:40](=[O:41])[O:42][CH2:43][c:44]3[cH:45][cH:46][cH:47][cH:48][cH:49]3)[CH2:38][CH2:39]2)[cH:31][cH:32]1.